describe an organic reaction: reactants, conditions, products, and yield From a dataset of the Open Reaction Database (ORD), a public repository of structured organic reaction records. Starting materials: [OH-].[Na+] (sodium hydroxide), Cl (hydrochloric acid), CC1=C(C=2C(C(CC2C2=C1OC(C2)C(=O)O)C(C)C)=O)C (4,5-dimethyl-6-oxo-7-isopropyl1,2,7,8-tetrahydro-6H-indeno[5,4-b]furan-2-carboxylic acid), [H-].[Na+] (sodium hydride), CI (methyl iodide). Run in O (water), CN(C=O)C (dimethylformamide). Run at temperature 50 celsius. The product is CC1=C(C=2C(C(CC2C2=C1OC(C2)C(=O)O)(C(C)C)C)=O)C (4,5,7-trimethyl-6-oxo-7-isopropyl-1,2,7,8-tetrahydro-6H-indeno[5,4-b]furan-2-carboxylic acid). Reaction SMILES: [CH3:1][C:2]1[C:10]2[O:11][CH:12]([C:14]([OH:16])=[O:15])[CH2:13][C:9]=2[C:8]2[CH2:7][CH:6]([CH:17]([CH3:19])[CH3:18])[C:5](=[O:20])[C:4]=2[C:3]=1[CH3:21].[H-].[Na+].[CH3:24]I.[OH-].[Na+].Cl>CN(C)C=O.O>[CH3:1][C:2]1[C:10]2[O:11][CH:12]([C:14]([OH:16])=[O:15])[CH2:13][C:9]=2[C:8]2[CH2:7][C:6]([CH3:24])([CH:17]([CH3:18])[CH3:19])[C:5](=[O:20])[C:4]=2[C:3]=1[CH3:21] |f:1.2,4.5|. Procedure: A solution of 4,5-dimethyl-6-oxo-7-isopropyl1,2,7,8-tetrahydro-6H-indeno[5,4-b]furan-2-carboxylic acid (0.01 mole) in dimethylformamide (50 ml.) at 15°C. is treated with sodium hydride (50% dispersion in mineral oil, (0.-25 mole). The solution is warmed to 50°C., cooled to 25°C., treated with methyl iodide (0.025 mole) then warmed to 50°C. Thereafter, water (50 ml.) and 10 N sodium hydroxide (2 ml.) are added; the reaction is heated at 95°C. for 0.5 hours then poured into cold 1.0N hydrochloric ...